From a dataset of the Open Reaction Database (ORD), a public repository of structured organic reaction records. describe an organic reaction: reactants, conditions, products, and yield The reactants are Cl (HCl), C(C)(C)(C)OC(=O)N1CCN(CC1)C(=O)C1CCN(CC1)C1=NC=NC(=C1)C (1-(tert-butoxycarbonyl)-4-[1-(6-methylpyrimidin-4-yl)-4-piperidylcarbonyl] piperazine). Solvent: C(C)(=O)OCC (ethyl acetate), C(C)(=O)OCC (Ethyl acetate). Conditions: time 3 hour. Product: Cl.CC1=CC(=NC=N1)N1CCC(CC1)C(=O)N1CCNCC1 (4-[1-(6-methylpyrimidin-4-yl)-4-piperidylcarbonyl] piperazine hydrochloride). Reaction SMILES: [ClH:1].C(OC([N:9]1[CH2:14][CH2:13][N:12]([C:15]([CH:17]2[CH2:22][CH2:21][N:20]([C:23]3[CH:28]=[C:27]([CH3:29])[N:26]=[CH:25][N:24]=3)[CH2:19][CH2:18]2)=[O:16])[CH2:11][CH2:10]1)=O)(C)(C)C>C(OCC)(=O)C>[ClH:1].[CH3:29][C:27]1[N:26]=[CH:25][N:24]=[C:23]([N:20]2[CH2:21][CH2:22][CH:17]([C:15]([N:12]3[CH2:13][CH2:14][NH:9][CH2:10][CH2:11]3)=[O:16])[CH2:18][CH2:19]2)[CH:28]=1 |f:3.4|. Procedure details: Ethyl acetate saturated with gaseous HCl was added to a solution of 1-(tert-butoxycarbonyl)-4-[1-(6-methylpyrimidin-4-yl)-4-piperidylcarbonyl] piperazine (14.07 g) in ethyl acetate (50 ml) and the resulting suspension stirred at ambient temperature for 3 hours. Solvent was evaporated to give 4-[1-(6-methylpyrimidin-4-yl)-4-piperidylcarbonyl] piperazine hydrochloride (11.79 g) as a solid. Reactants: CC(CCCC(=O)O)C (5-methylhexanoic acid), C(C(=O)Cl)(=O)Cl (oxalyl chloride). Run in ClCCl (dichloromethane). Conditions: time 2 hour. Yields the product CC(CCCC(=O)Cl)C (5-methylhexanoyl chloride). Reaction SMILES: [CH3:1][CH:2]([CH3:9])[CH2:3][CH2:4][CH2:5][C:6](O)=[O:7].C(Cl)(=O)C([Cl:13])=O>ClCCl>[CH3:1][CH:2]([CH3:9])[CH2:3][CH2:4][CH2:5][C:6]([Cl:13])=[O:7]. Procedure: To a solution of 5-methylhexanoic acid (0.53 g, 4 mmole) in dichloromethane was added oxalyl chloride (0.77 g, 6 mmole). The reaction mixture was stirred at room temperature for 2 hours and then evaporated under vacuum to give crude 5-methylhexanoyl chloride. To a solution of 4,4-bis(trifluoromethyl)-2-(4-fluorophenyl)-4,5-dihydro-5-amine-N,N-1,5-dimethyl-1H-imidazole (0.60 g, 1.76 mmole) in dichloromethane (15 mL) was added 5-methylhexanoyl chloride and pyridine (0.42 g, 5 mmole). The reaction ... Starting materials: CC1CN(Cc2ccc(Br)cc2)CCN1C(=O)OCc1ccccc1, CC1CNCCN1C(=O)OC(C)(C)C, CCOC(=O)C(C(=O)OCC)c1ccc(C=O)c(OC)c1. The product is CCOC(=O)C(C(=O)OCC)c1ccc(CN2CCN(C(=O)OC(C)(C)C)C(C)C2)c(OC)c1. Reaction SMILES: [Br:36][c:37]1[cH:38][cH:39][c:40]([CH2:41][N:42]2[CH2:43][CH2:44][N:45]([C:46]([O:47][CH2:48][c:49]3[cH:50][cH:51][cH:52][cH:53][cH:54]3)=[O:55])[CH:56]([CH3:57])[CH2:58]2)[cH:59][cH:60]1.[CH3:22][CH:23]1[N:24]([C:29](=[O:30])[O:31][C:32]([CH3:33])([CH3:34])[CH3:35])[CH2:25][CH2:26][NH:27][CH2:28]1.[CH:1](=[O:2])[c:3]1[c:4]([O:20][CH3:21])[cH:5][c:6]([CH:9]([C:10](=[O:11])[O:12][CH2:13][CH3:14])[C:15](=[O:16])[O:17][CH2:18][CH3:19])[cH:7][cH:8]1>>[CH2:1]([c:3]1[c:4]([O:20][CH3:21])[cH:5][c:6]([CH:9]([C:10](=[O:11])[O:12][CH2:13][CH3:14])[C:15](=[O:16])[O:17][CH2:18][CH3:19])[cH:7][cH:8]1)[N:27]1[CH2:26][CH2:25][N:24]([C:29](=[O:30])[O:31][C:32]([CH3:33])([CH3:34])[CH3:35])[CH:23]([CH3:22])[CH2:28]1. The product is O=C1NCCCC12CCN(c1nc3ccccc3o1)CC2. Starting materials: O=C1NCCCC12CCNCC2, Clc1nc2ccccc2o1, Cl, [K+], [K+], O=C([O-])[O-], CN(C)C=O. As a reaction SMILES: [C:2]1(=[O:13])[NH:3][CH2:4][CH2:5][CH2:6][C:7]12[CH2:8][CH2:9][NH:10][CH2:11][CH2:12]2.[Cl:20][c:21]1[o:22][c:23]2[c:24]([n:25]1)[cH:26][cH:27][cH:28][cH:29]2.[ClH:1].[K+:14].[K+:15].[O-:16][C:17]([O-:18])=[O:19].[O:30]=[CH:31][N:32]([CH3:33])[CH3:34]>>[C:2]1(=[O:13])[NH:3][CH2:4][CH2:5][CH2:6][C:7]12[CH2:8][CH2:9][N:10]([c:21]1[o:22][c:23]3[c:24]([n:25]1)[cH:26][cH:27][cH:28][cH:29]3)[CH2:11][CH2:12]2.